From a dataset of the Open Reaction Database (ORD), a public repository of structured organic reaction records. describe an organic reaction: reactants, conditions, products, and yield Starting materials: CC(C)(C)OC(=O)NCc1ccccc1-c1nnn[nH]1, O=C([O-])[O-], CN(C)C=O, CI, [K+], [K+], O. Yields the product Cn1nnnc1-c1ccccc1CNC(=O)OC(C)(C)C. RXN SMILES: [C:1]([CH3:2])([CH3:3])([CH3:4])[O:5][C:6]([NH:7][CH2:8][c:9]1[c:10](-[c:15]2[n:16][n:17][n:18][nH:19]2)[cH:11][cH:12][cH:13][cH:14]1)=[O:20].[C:21](=[O:22])([O-:23])[O-:24].[CH3:30][N:31]([CH3:32])[CH:33]=[O:34].[I:27][CH3:28].[K+:25].[K+:26].[OH2:29]>>[C:1]([CH3:2])([CH3:3])([CH3:4])[O:5][C:6]([NH:7][CH2:8][c:9]1[c:10](-[c:15]2[n:16][n:17][n:18][n:19]2[CH3:21])[cH:11][cH:12][cH:13][cH:14]1)=[O:20]. Reactants: O=C1[C@H](C\C=C/CCCC(=O)O)[C@H]([C@@H](C1)C)\C=C\[C@H](C(CC#CC)(C)C)OC1OCCCC1 ((5Z,13E)-(11R,15R)-9-oxo-15-(tetrahydropyran-2-yloxy)-11,16,16-trimethyl-5,13-prostadien-18-ynoic acid). The solvent is C(C)(=O)O.O.C1CCOC1 (acetic acid water THF). The product is O[C@H](/C=C/[C@H]1[C@@H](CC([C@@H]1C\C=C/CCCC(=O)O)=O)C)C(CC#CC)(C)C ((5Z,13E)-(11R,15R)-15-Hydroxy-9-oxo-11,16,16-trimethyl-5,13-prostadien-18-ynoic Acid). Reaction SMILES: [O:1]=[C:2]1[CH2:15][C@@H:14]([CH3:16])[C@H:13](/[CH:17]=[CH:18]/[C@@H:19]([O:27]C2CCCCO2)[C:20]([CH3:26])([CH3:25])[CH2:21][C:22]#[C:23][CH3:24])[C@H:3]1[CH2:4]/[CH:5]=[CH:6]\[CH2:7][CH2:8][CH2:9][C:10]([OH:12])=[O:11]>C(O)(=O)C.O.C1COCC1>[OH:27][C@@H:19]([C:20]([CH3:25])([CH3:26])[CH2:21][C:22]#[C:23][CH3:24])/[CH:18]=[CH:17]/[C@@H:13]1[C@@H:3]([CH2:4]/[CH:5]=[CH:6]\[CH2:7][CH2:8][CH2:9][C:10]([OH:12])=[O:11])[C:2](=[O:1])[CH2:15][C@H:14]1[CH3:16] |f:1.2.3|. Reported procedure: 300 mg. of (5Z,13E)-(11R,15R)-9-oxo-15-(tetrahydropyran-2-yloxy)-11,16,16-trimethyl-5,13-prostadien-18-ynoic acid is agitated for 16 hours at room temperature with 10 ml. of a mixture of glacial acetic acid/water/THF (65/35/10); the reaction mixture is evaporated under vacuum and the residue purified by chromatography on silica gel. With methylene chloride/2% methanol, 180 mg. of the title compound is obtained as a colorless oil.